Dataset: the Open Reaction Database (ORD), a public repository of structured organic reaction records. Task: describe an organic reaction: reactants, conditions, products, and yield Reactants: CCc1ccc(N)cc1, Cl, O=N[O-], [Na+], O. Product: CCc1ccc(NN)cc1. As a reaction SMILES: [CH2:1]([CH3:2])[c:3]1[cH:4][cH:5][c:6]([NH2:7])[cH:8][cH:9]1.[ClH:10].[N:11]([O-:12])=[O:13].[Na+:14].[OH2:15]>>[CH2:1]([CH3:2])[c:3]1[cH:4][cH:5][c:6]([NH:7][NH2:11])[cH:8][cH:9]1. Reported procedure: Four hundred cc. of distilled water was boiled in a 1 liter three-neck flask under nitrogen. It was then cooled to room temperature and 6 g. of sodium lauryl sulfate was stirred in, followed by a mixture of 65 g. vinylbenzyl chloride and 35 g. of a 77.9% commercial divinylbenzene, and then 1 g. K2S2O8. The reaction mixture was heated to 60° C. and held at this temperature for 3 hours. The resin thus prepared by emulsion polymerization was coagulated in 10% sodium chloride solution, filtered, and... Yields the product C(=C)C1=C(C=CC=C1)C=C.C(=C)C(C1=CC=CC=C1)Cl (Divinylbenzene Vinylbenzyl Chloride). As a reaction SMILES: O.S([O-])(OCC[CH2:8][CH2:9][CH2:10][CH2:11][CH2:12][CH2:13][CH2:14][CH2:15][CH2:16][CH3:17])(=O)=O.[Na+].[CH:20]([CH:22]([Cl:29])[C:23]1[CH:28]=[CH:27][CH:26]=[CH:25][CH:24]=1)=[CH2:21].C(C1C=CC=CC=1C=C)=C>[Cl-].[Na+]>[CH:16]([C:15]1[CH:14]=[CH:13][CH:12]=[CH:11][C:10]=1[CH:9]=[CH2:8])=[CH2:17].[CH:20]([CH:22]([Cl:29])[C:23]1[CH:28]=[CH:27][CH:26]=[CH:25][CH:24]=1)=[CH2:21] |f:1.2,5.6,7.8|. Run in [Cl-].[Na+] (sodium chloride). Reaction conditions: time 3 hour. The reactants are O (water), C(=C)C1=C(C=CC=C1)C=C (divinylbenzene), S(=O)(=O)(OCCCCCCCCCCCC)[O-].[Na+] (sodium lauryl sulfate), C(=C)C(C1=CC=CC=C1)Cl (vinylbenzyl chloride). The reactants are CCO, [Cl-], [Fe], [NH4+], O, O=C(Nc1ccccc1C=Cc1n[nH]c2ccccc12)c1ccc([N+](=O)[O-])cc1. Yields the product Nc1ccc(C(=O)Nc2ccccc2C=Cc2n[nH]c3ccccc23)cc1. RXN SMILES: [CH3:32][CH2:33][OH:34].[Cl-:30].[Fe:35].[NH4+:31].[OH2:36].[nH:1]1[n:2][c:3]([CH:10]=[CH:11][c:12]2[c:13]([NH:18][C:19]([c:20]3[cH:21][cH:22][c:23]([N+:26]([O-:27])=[O:28])[cH:24][cH:25]3)=[O:29])[cH:14][cH:15][cH:16][cH:17]2)[c:4]2[cH:5][cH:6][cH:7][cH:8][c:9]12>>[nH:1]1[n:2][c:3]([CH:10]=[CH:11][c:12]2[c:13]([NH:18][C:19]([c:20]3[cH:21][cH:22][c:23]([NH2:26])[cH:24][cH:25]3)=[O:29])[cH:14][cH:15][cH:16][cH:17]2)[c:4]2[cH:5][cH:6][cH:7][cH:8][c:9]12. Starting materials: C(=NC1CCCCC1)=NC1CCCCC1, ClCCl, c1cc(N2CCCC2)ccn1, Oc1ccccc1. The product is O=C(NC1CCCCC1)NC1CCCCC1. As a reaction SMILES: [CH:8]1([N:14]=[C:15]=[N:16][CH:17]2[CH2:18][CH2:19][CH2:20][CH2:21][CH2:22]2)[CH2:9][CH2:10][CH2:11][CH2:12][CH2:13]1.[Cl:34][CH2:35][Cl:36].[N:23]1([c:24]2[cH:25][cH:26][n:27][cH:28][cH:29]2)[CH2:30][CH2:31][CH2:32][CH2:33]1.[OH:1][c:2]1[cH:3][cH:4][cH:5][cH:6][cH:7]1>>[O:1]=[C:15]([NH:14][CH:8]1[CH2:9][CH2:10][CH2:11][CH2:12][CH2:13]1)[NH:16][CH:17]1[CH2:18][CH2:19][CH2:20][CH2:21][CH2:22]1.